Dataset: the Open Reaction Database (ORD), a public repository of structured organic reaction records. Task: describe an organic reaction: reactants, conditions, products, and yield Reactants: COCCBr, Oc1ccc(Br)nc1, [H-], [Na+], CN(C)C=O, O. Product: COCCOc1ccc(Br)nc1. As a reaction SMILES: [Br:11][CH2:12][CH2:13][O:14][CH3:15].[Br:1][c:2]1[n:3][cH:4][c:5]([OH:8])[cH:6][cH:7]1.[H-:10].[Na+:9].[O:17]=[CH:18][N:19]([CH3:20])[CH3:21].[OH2:16]>>[Br:1][c:2]1[n:3][cH:4][c:5]([O:8][CH2:12][CH2:13][O:14][CH3:15])[cH:6][cH:7]1. Procedure details: After a mixture consisting of 1-benzyl-4-(2-quinolylcarbonyl)piperazine hydrochloride (18.81 g, 51.1 mmol), 10% palladium-charcoal catalyst (3.00 g) and water (150 ml) was stirred for 3 hours at a bath temperature of 70° C. under a hydrogen gas stream, the catalyst was removed and the solvent was then distilled off. The residue was crystallized from ethanol, whereby 11.03 g of the title compound were obtained as colorless prisms (yield: 77.7%). Reaction SMILES: [ClH:1].C([N:9]1[CH2:14][CH2:13][N:12]([C:15]([C:17]2[CH:26]=[CH:25][C:24]3[C:19](=[CH:20][CH:21]=[CH:22][CH:23]=3)[N:18]=2)=[O:16])[CH2:11][CH2:10]1)C1C=CC=CC=1>[Pd].O>[ClH:1].[N:18]1[C:19]2[C:24](=[CH:23][CH:22]=[CH:21][CH:20]=2)[CH:25]=[CH:26][C:17]=1[C:15]([N:12]1[CH2:13][CH2:14][NH:9][CH2:10][CH2:11]1)=[O:16] |f:0.1,4.5|. Product: Cl.N1=C(C=CC2=CC=CC=C12)C(=O)N1CCNCC1 (1-(2-quinolylcarbonyl)piperazine hydrochloride), prisms. The yield is 77.7%. Solvent: O (water). The reagents and catalysts are [Pd] (palladium-charcoal). The reactants are Cl.C(C1=CC=CC=C1)N1CCN(CC1)C(=O)C1=NC2=CC=CC=C2C=C1 (1-benzyl-4-(2-quinolylcarbonyl)piperazine hydrochloride). Reaction conditions: temperature 70 celsius, time 3 hour. Starting materials: OCC1CCC(CC1)=O (4-(Hydroxymethyl)cyclohexanone), 1-Methylmagnesium bromide, O1CCCC1 (tetrahydrofuran), O1CCCC1 (tetrahydrofuran). The product is C(C)C1(CCC(CC1)CO)O (1-ethyl-4-(hydroxymethyl)cyclohexanol). As a reaction SMILES: [OH:1][CH2:2][CH:3]1[CH2:8][CH2:7][C:6](=[O:9])[CH2:5][CH2:4]1.O1CC[CH2:12][CH2:11]1>>[CH2:11]([C:6]1([OH:9])[CH2:7][CH2:8][CH:3]([CH2:2][OH:1])[CH2:4][CH2:5]1)[CH3:12]. Procedure: 4-(Hydroxymethyl)cyclohexanone (1.22 g) in tetrahydrofuran (20 mL) was treated with 1-Methylmagnesium bromide in tetrahydrofuran (28.6 mL) at 0° C. The reaction was warmed to room temperature over 4 hours and quenched with methanol (2 mL) and water (2 mL). The resulting mixture was concentrated and the residue was suspended in ethyl acetate. The precipitates were filtered off and the filtrate was concentrated and purified by flash chromatography, eluted with 0-100% ethyl acetate in hexane to pro... Starting materials: C(=O)(OCC)N1C(C=2C(C1=O)=CC=CC2)=O (N-carbethoxyphthalimide), C([O-])([O-])=O.[K+].[K+] (potassium carbonate), CN1CC(=O)N=C1N.C1=CC2=C(C=C1O)C(=CN2)CCN.O.OS(=O)(=O)O (serotonin creatinine sulfate monohydrate). Solvent: O (water). Conditions: time 4 hour. Yields the product OC=1C=C2C(=CNC2=CC1)CCN1C(C=2C(C1=O)=CC=CC2)=O (5-Hydroxy-3-(2-phthalimidoethyl)-1H-indole). Isolated yield 954.3%. RXN SMILES: CN1C(N)=NC(=O)C1.[CH:9]1[C:14]([OH:15])=[CH:13][C:12]2[C:16]([CH2:19][CH2:20][NH2:21])=[CH:17][NH:18][C:11]=2[CH:10]=1.O.OS(O)(=O)=O.C(N1[C:37](=[O:38])[C:36]2=[CH:39][CH:40]=[CH:41][CH:42]=[C:35]2[C:34]1=[O:43])(OCC)=O.C(=O)([O-])[O-].[K+].[K+]>O>[OH:15][C:14]1[CH:13]=[C:12]2[C:11](=[CH:10][CH:9]=1)[NH:18][CH:17]=[C:16]2[CH2:19][CH2:20][N:21]1[C:37](=[O:38])[C:36]2=[CH:39][CH:40]=[CH:41][CH:42]=[C:35]2[C:34]1=[O:43] |f:0.1.2.3,5.6.7|. Procedure: To a suspension of serotonin creatinine sulfate monohydrate (5 g, 12.333 mmol) in water (80 mL) were added N-carbethoxyphthalimide (2.84 g, 1.30 mmol) and potassium carbonate (3.54 g, 24.6 mmol). The resulting mixture was stirred at room temperature for 4 hours. The precipitate was filtered, washed with water and dried to give the title compound (3.8 g, 100%) as a yellow solid. 1H NMR (CD3SOCD3, 300 MHz) δ: 10.52 (s, 1H), 8.64 (s, 1H), 7.87-7.83 (A2B2 system, 4H), 7.12 (d, J=8.6 Hz, 1H), 7.08 (b... Starting materials: ClC1=NN=C(C2=CC=CC=C12)C1=CC=C(C=C1)F (1-chloro-4-(4-fluorophenyl)phthalazine), N1[C@H](CNCC1)CO ((R)-piperazin-2-ylmethanol), C(C)(C)N(CC)C(C)C (diisopropylethylamine). Run in CS(=O)C (DMSO). The product is FC1=CC=C(C=C1)C1=NN=C(C2=CC=CC=C12)N1C[C@@H](NCC1)CO ((R)-(4-(4-(4-Fluorophenyl)phthalazin-1-yl)piperazin-2-yl)methanol). Yield: 83.4%. RXN SMILES: Cl[C:2]1[C:11]2[C:6](=[CH:7][CH:8]=[CH:9][CH:10]=2)[C:5]([C:12]2[CH:17]=[CH:16][C:15]([F:18])=[CH:14][CH:13]=2)=[N:4][N:3]=1.[NH:19]1[CH2:24][CH2:23][NH:22][CH2:21][C@@H:20]1[CH2:25][OH:26].C(N(C(C)C)CC)(C)C>CS(C)=O>[F:18][C:15]1[CH:16]=[CH:17][C:12]([C:5]2[C:6]3[C:11](=[CH:10][CH:9]=[CH:8][CH:7]=3)[C:2]([N:22]3[CH2:23][CH2:24][NH:19][C@@H:20]([CH2:25][OH:26])[CH2:21]3)=[N:3][N:4]=2)=[CH:13][CH:14]=1. Procedure details: Dissolve 1-chloro-4-(4-fluorophenyl)phthalazine (0.1 g, 0.39 mmol), (R)-piperazin-2-ylmethanol (0.07 g, 0.58 mmol) and diisopropylethylamine (0.34 mL, 1.93 mmol) in DMSO (1 mL). Stir the reaction at 120° C. for 64 h. Purify the reaction mixture by flash silica gel chromatography (0-10% 2 M ammonia/MeOH in CH2Cl2) to yield the title compound as a brown solid (0.11 g, 84%). ES/MS m/z 339.0 (M+1). Starting materials: CC\C=C\CC (trans-3-hexene), [Na]N(S(=O)=O)Cl (N-sodio-N-chloro sulfonamide), CC=1C=CC(=CC1)S(=O)(=O)NCl (chloramine T), CC\C=C\CC (trans-3-hexene), chloramine trihydrates, CC(C(=O)[O-])O.C1=CC=C(C=C1)[Hg+].C(CO)N(CCO)CCO (PTAB), CC1=CC=C(C=C1)S(=O)(=O)[N-]Cl.O.O.O.[Na+] (chloramine T trihydrate). Solvent: CC#N (CH3CN). Reaction conditions: time 24 hour. Yields the product C(C)[C@@H]1N([C@H]1CC)S(=O)(=O)C1=CC=C(C=C1)C (trans-2,3-diethyl-1-[(4-methylphenyl)sulfonyl]aziridine). Isolated yield 93.0%. Reaction SMILES: [CH3:1][CH2:2]/[CH:3]=[CH:4]/[CH2:5][CH3:6].[Na]N(Cl)S(=O)=O.[CH3:13][C:14]1[CH:15]=[CH:16][C:17]([S:20]([NH:23]Cl)(=[O:22])=[O:21])=[CH:18][CH:19]=1.CC1C=CC(S([N-]Cl)(=O)=O)=CC=1.O.O.O.[Na+].CC(O)C([O-])=O.C1C=CC([Hg+])=CC=1.C(N(CCO)CCO)CO>CC#N>[CH2:2]([C@H:3]1[C@H:4]([CH2:5][CH3:6])[N:23]1[S:20]([C:17]1[CH:18]=[CH:19][C:14]([CH3:13])=[CH:15][CH:16]=1)(=[O:21])=[O:22])[CH3:1] |f:3.4.5.6.7,8.9.10|. Procedure: General procedure (described for trans-3-hexene) as illustrated in FIG. 2, entry 1: To a mixture of trans-3-hexene (252 mg, 3 mmol; see above discussion for employable olefins (FIG. 1); 1.0 equivalents used) and anhydrous N-sodio-N-chloro sulfonamide (chloramine T/751 mg, 3.3 mmol; see above discussion for employable salts or chloramine trihydrates (chloramine T trihydrate can be effectively used in the same concentration); effective range: 1.0-2.0 equivalents; optimal concentration 1.1 equivale... The reactants are COC(=O)Cc1cccc(Br)c1, O=C([O-])[O-], Cc1ccccc1, [Na+], [Na+], O, OB(O)c1ccccc1, c1ccc(P(c2ccccc2)(c2ccccc2)[Pd](P(c2ccccc2)(c2ccccc2)c2ccccc2)(P(c2ccccc2)(c2ccccc2)c2ccccc2)P(c2ccccc2)(c2ccccc2)c2ccccc2)cc1. Yields the product COC(=O)Cc1cccc(-c2ccccc2)c1. As a reaction SMILES: [Br:10][c:11]1[cH:12][c:13]([CH2:17][C:18](=[O:19])[O:20][CH3:21])[cH:14][cH:15][cH:16]1.[C:22](=[O:23])([O-:24])[O-:25].[CH3:28][c:29]1[cH:30][cH:31][cH:32][cH:33][cH:34]1.[Na+:26].[Na+:27].[OH2:35].[OH:1][B:2]([OH:3])[c:4]1[cH:5][cH:6][cH:7][cH:8][cH:9]1.[cH:36]1[cH:37][cH:38][c:39]([P:40]([Pd:41]([P:42]([c:43]2[cH:44][cH:45][cH:46][cH:47][cH:48]2)([c:49]2[cH:50][cH:51][cH:52][cH:53][cH:54]2)[c:55]2[cH:56][cH:57][cH:58][cH:59][cH:60]2)([P:61]([c:62]2[cH:63][cH:64][cH:65][cH:66][cH:67]2)([c:68]2[cH:69][cH:70][cH:71][cH:72][cH:73]2)[c:74]2[cH:75][cH:76][cH:77][cH:78][cH:79]2)[P:80]([c:81]2[cH:82][cH:83][cH:84][cH:85][cH:86]2)([c:87]2[cH:88][cH:89][cH:90][cH:91][cH:92]2)[c:93]2[cH:94][cH:95][cH:96][cH:97][cH:98]2)([c:99]2[cH:100][cH:101][cH:102][cH:103][cH:104]2)[c:105]2[cH:106][cH:107][cH:108][cH:109][cH:110]2)[cH:111][cH:112]1>>[c:4]1(-[c:11]2[cH:12][c:13]([CH2:17][C:18](=[O:19])[O:20][CH3:21])[cH:14][cH:15][cH:16]2)[cH:5][cH:6][cH:7][cH:8][cH:9]1.